This data is from the Open Reaction Database (ORD), a public repository of structured organic reaction records. The task is: describe an organic reaction: reactants, conditions, products, and yield Reactants: NC1=C(C(C2=CC(=CC=C2)CNC(=O)OC(C)(C)C)O)C=C(C=C1)Cl (2-amino-5-chloro-α-(3-tert-butoxycarbonylaminomethylphenyl)benzyl alcohol), FC(C1=CC=C(C=O)C=C1)(F)F (4-trifluoromethylbenzaldehyde), C(C)(=O)O (acetic acid), [BH4-].C(#N)[Na] (cyano sodium borohydride). Solvent: CO (methanol). Run at temperature 60 celsius, time 40 minute. Yields the product ClC=1C=CC(=C(C(C2=CC(=CC=C2)CNC(=O)OC(C)(C)C)O)C1)NCC1=CC=C(C=C1)C(F)(F)F (5-chloro-2-(4-trifluoromethylbenzylamino)-α-(3-tert-b-utoxycarbonylaminomethylphenyl)benzyl alcohol). Isolated yield 83.6%. RXN SMILES: [NH2:1][C:2]1[CH:24]=[CH:23][C:22]([Cl:25])=[CH:21][C:3]=1[CH:4]([OH:20])[C:5]1[CH:10]=[CH:9][CH:8]=[C:7]([CH2:11][NH:12][C:13]([O:15][C:16]([CH3:19])([CH3:18])[CH3:17])=[O:14])[CH:6]=1.[F:26][C:27]([F:37])([F:36])[C:28]1[CH:35]=[CH:34][C:31]([CH:32]=O)=[CH:30][CH:29]=1.C(O)(=O)C.[BH4-].C([Na])#N>CO>[Cl:25][C:22]1[CH:23]=[CH:24][C:2]([NH:1][CH2:32][C:31]2[CH:30]=[CH:29][C:28]([C:27]([F:26])([F:36])[F:37])=[CH:35][CH:34]=2)=[C:3]([CH:21]=1)[CH:4]([OH:20])[C:5]1[CH:10]=[CH:9][CH:8]=[C:7]([CH2:11][NH:12][C:13]([O:15][C:16]([CH3:18])([CH3:19])[CH3:17])=[O:14])[CH:6]=1 |f:3.4|. Reported procedure: In methanol (20 ml) were dissolved 2-amino-5-chloro-α-(3-tert-butoxycarbonylaminomethylphenyl)benzyl alcohol (0.5 g) obtained in Example 1 (2) and 4-trifluoromethylbenzaldehyde (0.28 g). To the solution were added acetic acid (0.1 g) and cyano sodium borohydride (0.17 g). The mixture was stirred for 40 minutes at 60° C. The reaction mixture was concentrated, to which were added ethyl acetate (30 ml) and water (20 ml), followed by extraction. The organic layer was washed with water and dried over... The reactants are ClC1=CC=C(C=C1)S(=O)(=O)O (p-chlorobenzene sulfonic acid). Run in ClC1=CC=CC=C1 (monochlorobenzene). Product: C1=CC(=CC=C1S(=O)(=O)C2=CC=C(C=C2)Cl)Cl (4,4'-dichlorodiphenyl sulfone). Reaction SMILES: [Cl:1][C:2]1[CH:7]=[CH:6][C:5]([S:8]([OH:11])(=[O:10])=O)=[CH:4][CH:3]=1>ClC1C=CC=CC=1>[CH:6]1[C:5]([S:8]([C:5]2[CH:6]=[CH:7][C:2]([Cl:1])=[CH:3][CH:4]=2)(=[O:10])=[O:11])=[CH:4][CH:3]=[C:2]([Cl:1])[CH:7]=1. Procedure: In this improved process, p-chlorobenzene sulfonic acid is partially converted in a counter-current reaction system with monochlorobenzene to form 4,4'-dichlorodiphenyl sulfone. The unconverted sulfonic acid is separated from the crude sulfone product with a minor amount of water and the aqueous acid is dehydrated and then returned to the reaction zone to form additional 4,4'-dichlorodiphenyl sulfone. The reactants are C(C1=CC=CC=C1)NC(C(=O)NC1=CC(=C(OC2=CC(=NC=C2)C(=O)N)C=C1)F)=O (4-(4-(2-(benzylamino)-2-oxoacetamido)-2-fluorophenoxy)picolinamide), O (water), N1=CC=CC=C1 (pyridine), FC(C(=O)OI(OC(C(F)(F)F)=O)C1=CC=CC=C1)(F)F ([bis(trifluoroacetoxy)iodo]benzene). Solvent: C(C)(=O)OCC (ethyl acetate), CN(C)C=O (DMF). Reaction conditions: time 2 hour. Yields the product NC1=NC=CC(=C1)OC1=C(C=C(C=C1)NC(C(=O)NCC1=CC=CC=C1)=O)F (N1-(4-(2-Aminopyridin-4-yloxy)-3-fluorophenyl)-N2-benzyloxalamide). Reaction SMILES: [CH2:1]([NH:8][C:9](=[O:30])[C:10]([NH:12][C:13]1[CH:28]=[CH:27][C:16]([O:17][C:18]2[CH:23]=[CH:22][N:21]=[C:20](C(N)=O)[CH:19]=2)=[C:15]([F:29])[CH:14]=1)=[O:11])[C:2]1[CH:7]=[CH:6][CH:5]=[CH:4][CH:3]=1.O.[N:32]1C=CC=CC=1.FC(F)(F)C(OI(C1C=CC=CC=1)OC(=O)C(F)(F)F)=O>CN(C=O)C.C(OCC)(=O)C>[NH2:32][C:20]1[CH:19]=[C:18]([O:17][C:16]2[CH:27]=[CH:28][C:13]([NH:12][C:10](=[O:11])[C:9]([NH:8][CH2:1][C:2]3[CH:7]=[CH:6][CH:5]=[CH:4][CH:3]=3)=[O:30])=[CH:14][C:15]=2[F:29])[CH:23]=[CH:22][N:21]=1. Procedure: To 4-(4-(2-(benzylamino)-2-oxoacetamido)-2-fluorophenoxy)picolinamide (41 mg, 0.10 mmol) in DMF (0.5 mL), water (5 μL, 0.26 mmol), and pyridine (32 μL, 0.39 mmol) was added [bis(trifluoroacetoxy)iodo]benzene (60 mg, 0.14 mmol, Aldrich). After stirring at rt for 2 h, the reaction was diluted with ethyl acetate (20 mL), washed with 10% aqueous lithium chloride solution (2×10 mL) followed by brine (10 mL), dried over anhydrous Na2SO4, and concentrated in vacuo. The crude product was purified by fla... The reactants are CCO, COc1cc(N)c(Cl)cc1C(=O)NC1CCN(CC2CCNCC2)CC1, O=C(Nc1ccccc1)OCCl. Yields the product COc1cc(N)c(Cl)cc1C(=O)NC1CCN(CC2CCN(C(=O)Nc3ccccc3)CC2)CC1. Reaction SMILES: [CH3:39][CH2:40][OH:41].[NH2:13][c:14]1[cH:15][c:16]([O:37][CH3:38])[c:17]([C:18](=[O:19])[NH:20][CH:21]2[CH2:22][CH2:23][N:24]([CH2:27][CH:28]3[CH2:29][CH2:30][NH:31][CH2:32][CH2:33]3)[CH2:25][CH2:26]2)[cH:34][c:35]1[Cl:36].[c:1]1([NH:7][C:8]([O:9][CH2:10][Cl:11])=[O:12])[cH:2][cH:3][cH:4][cH:5][cH:6]1>>[c:1]1([NH:7][C:8](=[O:12])[N:31]2[CH2:30][CH2:29][CH:28]([CH2:27][N:24]3[CH2:23][CH2:22][CH:21]([NH:20][C:18]([c:17]4[c:16]([O:37][CH3:38])[cH:15][c:14]([NH2:13])[c:35]([Cl:36])[cH:34]4)=[O:19])[CH2:26][CH2:25]3)[CH2:33][CH2:32]2)[cH:2][cH:3][cH:4][cH:5][cH:6]1. The reactants are CN(C)C1CCN(c2nc3ccc(N)cc3s2)C1, O=C(Cl)C(=O)Cl, ClCCl, CN(C)C=O, O=C(O)c1ccc(-c2ccccc2)cc1. The product is CN(C)C1CCN(c2nc3ccc(NC(=O)c4ccc(-c5ccccc5)cc4)cc3s2)C1. RXN SMILES: [CH3:27][N:28]([CH:29]1[CH2:30][N:31]([c:34]2[s:35][c:36]3[c:37]([n:38]2)[cH:39][cH:40][c:41]([NH2:43])[cH:42]3)[CH2:32][CH2:33]1)[CH3:44].[Cl:21][C:22]([C:23]([Cl:24])=[O:25])=[O:26].[Cl:45][CH2:46][Cl:47].[O:16]=[CH:17][N:18]([CH3:19])[CH3:20].[c:1]1(-[c:10]2[cH:11][cH:12][cH:13][cH:14][cH:15]2)[cH:2][cH:3][c:4]([C:7](=[O:8])[OH:9])[cH:5][cH:6]1>>[c:1]1(-[c:10]2[cH:11][cH:12][cH:13][cH:14][cH:15]2)[cH:2][cH:3][c:4]([C:7](=[O:9])[NH:43][c:41]2[cH:40][cH:39][c:37]3[c:36]([s:35][c:34]([N:31]4[CH2:30][CH:29]([N:28]([CH3:27])[CH3:44])[CH2:33][CH2:32]4)[n:38]3)[cH:42]2)[cH:5][cH:6]1.